From a dataset of the Open Reaction Database (ORD), a public repository of structured organic reaction records. describe an organic reaction: reactants, conditions, products, and yield Reactants: O=C([O-])[O-], COc1cc(C(=O)O)ccc1O, [I-], [K+], [K+], [K+], ClCCCN1CCCC1, CN(C)C=O. Product: COc1cc(C(=O)O)ccc1OCCCN1CCCC1, Cl. As a reaction SMILES: [C:22](=[O:23])([O-:24])[O-:25].[CH3:1][O:2][c:3]1[cH:4][c:5]([C:10]([OH:11])=[O:12])[cH:6][cH:7][c:8]1[OH:9].[I-:29].[K+:26].[K+:27].[K+:28].[N:13]1([CH2:18][CH2:19][CH2:20][Cl:21])[CH2:14][CH2:15][CH2:16][CH2:17]1.[O:30]=[CH:31][N:32]([CH3:33])[CH3:34]>>[CH3:1][O:2][c:3]1[cH:4][c:5]([C:10]([OH:11])=[O:12])[cH:6][cH:7][c:8]1[O:9][CH2:20][CH2:19][CH2:18][N:13]1[CH2:14][CH2:15][CH2:16][CH2:17]1.[ClH:21]. The reactants are CC(C)(C)OC(=O)N1CCC(CNc2nc3c(C(=O)O)cccc3[nH]2)CC1, CCN=C=NCCCN(C)C, COCCN, CCOC(C)=O, CN(C)C=O, Cl, C1CCOC1, O, O, On1nnc2ccccc21. The product is COCCNC(=O)c1cccc2[nH]c(NCC3CCN(C(=O)OC(C)(C)C)CC3)nc12. As a reaction SMILES: [C:1]([CH3:2])([CH3:3])([CH3:4])[O:5][C:6](=[O:7])[N:8]1[CH2:9][CH2:10][CH:11]([CH2:14][NH:15][c:16]2[n:17][c:18]3[c:19]([nH:20]2)[cH:21][cH:22][cH:23][c:24]3[C:25](=[O:26])[OH:27])[CH2:12][CH2:13]1.[CH2:45]([N:46]=[C:47]=[N:48][CH2:49][CH2:50][CH2:51][N:52]([CH3:53])[CH3:54])[CH3:55].[CH3:39][O:40][CH2:41][CH2:42][NH2:43].[CH3:56][CH2:57][O:58][C:59](=[O:60])[CH3:61].[CH3:68][N:69]([CH3:70])[CH:71]=[O:72].[ClH:44].[O:63]1[CH2:64][CH2:65][CH2:66][CH2:67]1.[OH2:28].[OH2:62].[OH:29][n:30]1[c:31]2[cH:32][cH:33][cH:34][cH:35][c:36]2[n:37][n:38]1>>[C:1]([CH3:2])([CH3:3])([CH3:4])[O:5][C:6](=[O:7])[N:8]1[CH2:9][CH2:10][CH:11]([CH2:14][NH:15][c:16]2[n:17][c:18]3[c:19]([nH:20]2)[cH:21][cH:22][cH:23][c:24]3[C:25](=[O:27])[NH:43][CH2:42][CH2:41][O:40][CH3:39])[CH2:12][CH2:13]1. The reactants are O=C(O)CNC(=O)OCc1ccccc1, O=C([O-])O, CCN=C=NCCCN(C)C, ClC(Cl)Cl, Cl, CC(O)C1CCC2C3CCC4CC(N)CCC4(C)C3CCC12C, [Na+], c1ccncc1. Product: CC(O)C1CCC2C3CCC4CC(NC(=O)CNC(=O)OCc5ccccc5)CCC4(C)C3CCC12C. Reaction SMILES: [C:36](=[O:37])([O:38][CH2:39][c:40]1[cH:41][cH:42][cH:43][cH:44][cH:45]1)[NH:46][CH2:47][C:48](=[O:49])[OH:50].[C:57](=[O:58])([OH:59])[O-:60].[CH2:2]([N:3]=[C:4]=[N:5][CH2:6][CH2:7][CH2:8][N:9]([CH3:10])[CH3:11])[CH3:12].[CH:62]([Cl:63])([Cl:64])[Cl:65].[ClH:1].[NH2:13][CH:14]1[CH2:15][CH:16]2[CH2:17][CH2:18][CH:19]3[CH:20]4[CH2:21][CH2:22][CH:23]([CH:24]([CH3:25])[OH:26])[C:27]4([CH3:35])[CH2:28][CH2:29][CH:30]3[C:31]2([CH3:34])[CH2:32][CH2:33]1.[Na+:61].[cH:51]1[cH:52][cH:53][n:54][cH:55][cH:56]1>>[NH:13]([CH:14]1[CH2:15][CH:16]2[CH2:17][CH2:18][CH:19]3[CH:20]4[CH2:21][CH2:22][CH:23]([CH:24]([CH3:25])[OH:26])[C:27]4([CH3:35])[CH2:28][CH2:29][CH:30]3[C:31]2([CH3:34])[CH2:32][CH2:33]1)[C:48]([CH2:47][NH:46][C:36](=[O:37])[O:38][CH2:39][c:40]1[cH:41][cH:42][cH:43][cH:44][cH:45]1)=[O:49]. Starting materials: COC(=O)CNc1ccc(Br)cn1, CO, CN. Yields the product CNC(=O)CNc1ccc(Br)cn1. Reaction SMILES: [Br:3][c:4]1[cH:5][cH:6][c:7]([NH:10][CH2:11][C:12]([O:14][CH3:13])=[O:15])[n:8][cH:9]1.[CH3:16][OH:17].[CH3:1][NH2:2]>>[CH3:1][NH:2][C:12]([CH2:11][NH:10][c:7]1[cH:6][cH:5][c:4]([Br:3])[cH:9][n:8]1)=[O:14]. The reactants are C(C1=CC=CC=C1)(C1=CC=CC=C1)N1CC(C1)OC1=CC(=C(C(=O)OC(C)(C)C)C=C1C1CC1)F (tert-butyl 4-(1-benzhydrylazetidin-3-yloxy)-5-cyclopropyl-2-fluorobenzoate). Run in C(Cl)Cl (DCM), FC(C(=O)O)(F)F (trifluoroacetic acid). Yields the product C(C1=CC=CC=C1)(C1=CC=CC=C1)N1CC(C1)OC1=CC(=C(C(=O)O)C=C1C1CC1)F (4-(1-benzhydrylazetidin-3-yloxy)-5-cyclopropyl-2-fluorobenzoic acid). Reaction SMILES: [CH:1]([N:14]1[CH2:17][CH:16]([O:18][C:19]2[C:31]([CH:32]3[CH2:34][CH2:33]3)=[CH:30][C:22]([C:23]([O:25]C(C)(C)C)=[O:24])=[C:21]([F:35])[CH:20]=2)[CH2:15]1)([C:8]1[CH:13]=[CH:12][CH:11]=[CH:10][CH:9]=1)[C:2]1[CH:7]=[CH:6][CH:5]=[CH:4][CH:3]=1>C(Cl)Cl.FC(F)(F)C(O)=O>[CH:1]([N:14]1[CH2:15][CH:16]([O:18][C:19]2[C:31]([CH:32]3[CH2:33][CH2:34]3)=[CH:30][C:22]([C:23]([OH:25])=[O:24])=[C:21]([F:35])[CH:20]=2)[CH2:17]1)([C:8]1[CH:13]=[CH:12][CH:11]=[CH:10][CH:9]=1)[C:2]1[CH:3]=[CH:4][CH:5]=[CH:6][CH:7]=1. Procedure details: A solution of tert-butyl 4-(1-benzhydrylazetidin-3-yloxy)-5-cyclopropyl-2-fluorobenzoate (650 mg, 1.37 mmol) in DCM (10 mL) and trifluoroacetic acid (5 mL) was stirred at room temperature for 2 h. The solvent was removed and the residue was used in the next step without further purification. The reactants are C(#N)C1=NC=CC(=C1)CN1C([C@H](CC1)N(CC(=O)O)S(=O)(=O)C1=CC2=CC(=CC=C2C=C1)OC)=O (2-[[1-(2-cyan-pyridine-4-ylmethyl)-2-oxopyrrolidin-3-(S)-yl]-(7-methoxy-naphthalene-2-sulfonyl)amino]acetic acid), C(CC1=CC=CC=C1)N (phenethylamine). Product: C(#N)C1=NC=CC(=C1)CN1C([C@H](CC1)N(CC(=O)NCCC1=CC=CC=C1)S(=O)(=O)C1=CC2=CC(=CC=C2C=C1)OC)=O (2-[[1-(2-Cyanopyridine-4-ylmethyl)-2-oxopyrrolidin-3-(S)-yl]-(7-methoxynaphthalene-2-sulfonyl)amino]-N-phenethylacetamide). Reaction SMILES: [C:1]([C:3]1[CH:8]=[C:7]([CH2:9][N:10]2[CH2:14][CH2:13][C@H:12]([N:15]([S:20]([C:23]3[CH:32]=[CH:31][C:30]4[C:25](=[CH:26][C:27]([O:33][CH3:34])=[CH:28][CH:29]=4)[CH:24]=3)(=[O:22])=[O:21])[CH2:16][C:17]([OH:19])=O)[C:11]2=[O:35])[CH:6]=[CH:5][N:4]=1)#[N:2].[CH2:36]([NH2:44])[CH2:37][C:38]1[CH:43]=[CH:42][CH:41]=[CH:40][CH:39]=1>>[C:1]([C:3]1[CH:8]=[C:7]([CH2:9][N:10]2[CH2:14][CH2:13][C@H:12]([N:15]([S:20]([C:23]3[CH:32]=[CH:31][C:30]4[C:25](=[CH:26][C:27]([O:33][CH3:34])=[CH:28][CH:29]=4)[CH:24]=3)(=[O:21])=[O:22])[CH2:16][C:17]([NH:44][CH2:36][CH2:37][C:38]3[CH:43]=[CH:42][CH:41]=[CH:40][CH:39]=3)=[O:19])[C:11]2=[O:35])[CH:6]=[CH:5][N:4]=1)#[N:2]. Reported procedure: The title compound is prepared as described in EXAMPLE 127, Part C using 2-[[1-(2-cyan-pyridine-4-ylmethyl)-2-oxopyrrolidin-3-(S)-yl]-(7-methoxy-naphthalene-2-sulfonyl)amino]acetic acid in place of 2-[[1-(5-cyanothiophene-3-ylmethyl)-2-oxopyrrolidin-3-(S)-yl]-(7-methoxynaphthalene-2-sulfonyl)amino-]acetic acid and with phenethylamine instead of NH4OH. The crude product is purified by column chromatography eluting with gradient of 50% EtOAc/CH2Cl2 to 2% MeOH/50% EtOAc/CH2Cl2 to afford the title c... Starting materials: solution, Cl (HCl), C(#N)C(=CNC(N1C(NC(C1)(C)C)=O)=N)C(N(C1=CC(=CC=C1)C(F)(F)F)C)=O (1-cyano-1-[N-methyl-N-(3-trifluoromethylphenyl)carbamoyl]-2-[imino(4,4-dimethyl-2-oxo-1-imidazolidinyl)methylamino]ethene), C(#N)C(=CNC(N1C(NC(C1)(C)C)=O)=N)C(N(C1=CC(=CC=C1)C(F)(F)F)C)=O (1-cyano-1-[N-methyl-N-(3-trifluoromethylphenyl)carbamoyl]-2-[imino(4,4-dimethyl-2-oxo-1-imidazolidinyl)methylamino]ethene). Run in CCOCC (ether), C(C)O (ethanol). Run at time 1 hour. The product is Cl.C(#N)C(=CNC(N1C(NC(C1)(C)C)=O)=N)C(N(C1=CC(=CC=C1)C(F)(F)F)C)=O (1-cyano-1-[N-methyl-N-(3-trifluoromethylphenyl)carbamoyl]-2-[imino-(4,4-dimethyl-2-oxo-1-imidazolidinyl)methylamino]ethene hydrochloride). The yield is 90.7%. Reaction SMILES: [ClH:1].[C:2]([C:4]([C:17](=[O:30])[N:18]([CH3:29])[C:19]1[CH:24]=[CH:23][CH:22]=[C:21]([C:25]([F:28])([F:27])[F:26])[CH:20]=1)=[CH:5][NH:6][C:7](=[NH:16])[N:8]1[CH2:12][C:11]([CH3:14])([CH3:13])[NH:10][C:9]1=[O:15])#[N:3]>CCOCC.C(O)C>[ClH:1].[C:2]([C:4]([C:17](=[O:30])[N:18]([CH3:29])[C:19]1[CH:24]=[CH:23][CH:22]=[C:21]([C:25]([F:26])([F:27])[F:28])[CH:20]=1)=[CH:5][NH:6][C:7](=[NH:16])[N:8]1[CH2:12][C:11]([CH3:14])([CH3:13])[NH:10][C:9]1=[O:15])#[N:3] |f:4.5|. Reported procedure: 3.1 ml of a 6.6 molar solution of HCl in ether were added dropwise to a suspension of 8.17 g (20 mmol) of 1-cyano-1-[N-methyl-N-(3-trifluoromethylphenyl)carbamoyl]-2-[imino(4,4-dimethyl-2-oxo-1-imidazolidinyl)methylamino]-ethene (compound IV) in 48 ml of ethanol at room temperature, and the mixture was stirred at 1°-3° C. for 1 hour. The solid was then filtered off with suction, washed with ether and dried at room temperature in vacuo (4-6 mbar) for 20 hours. 8.34 g (=90.7% yield) of pure 1-cyan...